This data is from the Open Reaction Database (ORD), a public repository of structured organic reaction records. The task is: describe an organic reaction: reactants, conditions, products, and yield The reactants are C(C)OC(C(CC1=CC=C(C=C1)CCN(CCCCCCC)C(=O)OC(C)(C)C)O)=O (3-{4-[2-(tert-butoxycarbonyl-heptyl-amino)-ethyl]-phenyl}-2-hydroxy-propionic acid ethyl ester), C1=CC=C(C=C1)CS (benzylthiol), ethyl and methyl ester. Product: C(C)OC(C(CC1=CC=C(C=C1)CCN(CCCCCCC)C(=O)OC(C)(C)C)SCC1=CC=CC=C1)=O (2-Benzylsulfanyl-3-{4-[2-(tert-butoxycarbonyl-heptyl-amino)-ethyl]-phenyl}-propionic acid ethyl ester). Reaction SMILES: [CH2:1]([O:3][C:4](=[O:31])[CH:5](O)[CH2:6][C:7]1[CH:12]=[CH:11][C:10]([CH2:13][CH2:14][N:15]([C:23]([O:25][C:26]([CH3:29])([CH3:28])[CH3:27])=[O:24])[CH2:16][CH2:17][CH2:18][CH2:19][CH2:20][CH2:21][CH3:22])=[CH:9][CH:8]=1)[CH3:2].[CH:32]1[CH:37]=[CH:36][C:35]([CH2:38][SH:39])=[CH:34][CH:33]=1>>[CH2:1]([O:3][C:4](=[O:31])[CH:5]([S:39][CH2:38][C:35]1[CH:36]=[CH:37][CH:32]=[CH:33][CH:34]=1)[CH2:6][C:7]1[CH:12]=[CH:11][C:10]([CH2:13][CH2:14][N:15]([C:23]([O:25][C:26]([CH3:29])([CH3:28])[CH3:27])=[O:24])[CH2:16][CH2:17][CH2:18][CH2:19][CH2:20][CH2:21][CH3:22])=[CH:9][CH:8]=1)[CH3:2]. Procedure: Synthesized from 3-{4-[2-(tert-butoxycarbonyl-heptyl-amino)-ethyl]-phenyl}-2-hydroxy-propionic acid ethyl ester using a procedure analogous to that used for Example 50 and substituting benzylthiol as the nucleophile to give an approximate 1:1 mixture of ethyl and methyl ester as a clear film (58 mg, 95%). The reactants are CCOC(=O)C.CCCCCCC (EtOAc heptane), crude product, N1=CC=CC=C1 (pyridine), O(S(=O)(=O)C(F)(F)F)S(=O)(=O)C(F)(F)F (Tf2O). Run in [Cl-].[Na+].O (brine), C(Cl)Cl (DCM), C(Cl)Cl (DCM). Run at time 1 hour. Yields the product FC(S(=O)(=O)OC1=C(C=CC(=C1)C1CC1)C)(F)F (5-cyclopropyl-2-methylphenyl trifluoromethanesulfonate). Reaction SMILES: N1[CH:6]=[CH:5][CH:4]=CC=1.[O:7](S(C(F)(F)F)(=O)=O)[S:8]([C:11]([F:14])([F:13])[F:12])(=[O:10])=[O:9].CCOC(C)=O.[CH3:28][CH2:29][CH2:30][CH2:31][CH2:32][CH2:33][CH3:34]>C(Cl)Cl.[Cl-].[Na+].O>[F:12][C:11]([F:14])([F:13])[S:8]([O:7][C:30]1[CH:31]=[C:32]([CH:4]2[CH2:5][CH2:6]2)[CH:33]=[CH:34][C:29]=1[CH3:28])(=[O:10])=[O:9] |f:2.3,5.6.7|. Procedure: To a solution of the crude product (1.73 g) and pyridine (1.21 mL, 15.0 mmol) in DCM (15 mL), Tf2O (2.17 mL, 12.8 mmol) was added at 0° C. under nitrogen. The mixture was allowed to stir for 1 h. The reaction was monitored by TLC (25% EtOAc/heptane). The mixture was diluted with brine and DCM. The organic layer was separated and concentrated. The residue was purified by flash column chromatography on 40 g silica gel (with 15 g pre-column of silica gel; eluent: heptane/EtOAc=100:0 to 85:15) to gi... Reactants: C1CC(=O)N(C1=O)Br (NBS), NC1=CC=C(C=C1)C1=C(N=C(S1)NC(C)=O)C (N-[5-(4-amino-phenyl)-4-methyl-thiazol-2-yl]-acetamide). Run in CS(=O)C (dimethylsulphoxide), O (water). Yields the product NC1=C(C=C(C=C1)C1=C(N=C(S1)NC(C)=O)C)Br (N-[5-(4-Amino-3-bromo-phenyl)-4-methyl-thiazol-2-yl]acetamide). RXN SMILES: C1C(=O)N([Br:8])C(=O)C1.[NH2:9][C:10]1[CH:15]=[CH:14][C:13]([C:16]2[S:20][C:19]([NH:21][C:22](=[O:24])[CH3:23])=[N:18][C:17]=2[CH3:25])=[CH:12][CH:11]=1>CS(C)=O.O>[NH2:9][C:10]1[CH:11]=[CH:12][C:13]([C:16]2[S:20][C:19]([NH:21][C:22](=[O:24])[CH3:23])=[N:18][C:17]=2[CH3:25])=[CH:14][C:15]=1[Br:8]. Procedure details: NBS (2.52 g, 14.7 mmol) is added to a stirred solution of N-[5-(4-amino-phenyl)-4-methyl-thiazol-2-yl]-acetamide (Example 1a) (3.5 g, 14.7 mmol) in dry dimethylsulphoxide (50 ml) at 10° C. After 10 minutes the solution is diluted with water (200 ml) and the resulting precipitate is removed by filtration. Crystallisation from ethyl acetate-methanol affords the title compound. MH+ (TOF, MS ES+): 325.9, 328.9 As a reaction SMILES: [C:45]([O:46][BH-:47]([O:48][C:49](=[O:50])[CH3:51])[O:52][C:53](=[O:54])[CH3:55])(=[O:56])[CH3:57].[CH3:59][C:60](=[O:61])[OH:62].[CH3:63][N:64]([CH3:65])[CH:66]=[O:67].[Na+:58].[O:1]=[C:2]1[CH2:3][CH2:4][N:5]([c:8]2[cH:9][cH:10][c:11]([NH:14][S:15](=[O:16])(=[O:17])[c:18]3[s:19][c:20](-[c:23]4[n:24][cH:25][cH:26][cH:27][cH:28]4)[cH:21][cH:22]3)[cH:12][cH:13]2)[CH2:6][CH2:7]1.[OH:29][CH:30]([CH2:31][O:32][c:33]1[cH:34][cH:35][cH:36][c:37]2[nH:38][c:39](=[O:42])[nH:40][c:41]12)[CH2:43][NH2:44]>>[CH:2]1([NH:44][CH2:43][CH:30]([OH:29])[CH2:31][O:32][c:33]2[cH:34][cH:35][cH:36][c:37]3[nH:38][c:39](=[O:42])[nH:40][c:41]23)[CH2:3][CH2:4][N:5]([c:8]2[cH:9][cH:10][c:11]([NH:14][S:15](=[O:16])(=[O:17])[c:18]3[s:19][c:20](-[c:23]4[n:24][cH:25][cH:26][cH:27][cH:28]4)[cH:21][cH:22]3)[cH:12][cH:13]2)[CH2:6][CH2:7]1. The product is O=c1[nH]c2cccc(OCC(O)CNC3CCN(c4ccc(NS(=O)(=O)c5ccc(-c6ccccn6)s5)cc4)CC3)c2[nH]1. Reactants: CC(=O)O[BH-](OC(C)=O)OC(C)=O, CC(=O)O, CN(C)C=O, [Na+], O=C1CCN(c2ccc(NS(=O)(=O)c3ccc(-c4ccccn4)s3)cc2)CC1, NCC(O)COc1cccc2[nH]c(=O)[nH]c12. The reactants are )-isomer/( S )-isomer, CC1=C(C(C[C@H]1O[N+](=O)[O-])=O)CC#C ((R)-3-methyl-4-nitroxy-2-(2-propynyl)-2-cyclopenten-1-one), O (water). Solvent: C(Cl)(Cl)Cl (chloroform). Reaction conditions: time 4 hour. Yields the product O[C@@H]1C(=C(C(C1)=O)CC#C)C ((S)-4-hydroxy-3-methyl-2-(2-propynyl)-2-cyclopenten-1-one). Isolated yield 90.0%. As a reaction SMILES: [CH3:1][C:2]1[C@H:6]([O:7][N+]([O-])=O)[CH2:5][C:4](=[O:11])[C:3]=1[CH2:12][C:13]#[CH:14].O>C(Cl)(Cl)Cl>[OH:7][C@H:6]1[CH2:5][C:4](=[O:11])[C:3]([CH2:12][C:13]#[CH:14])=[C:2]1[CH3:1]. Procedure: A mixture of 1.95 g of crude (R)-3-methyl-4-nitroxy-2-(2-propynyl)-2-cyclopenten-1-one and 30 ml of water was stirred at a temperature of 85°-90° C. for 4 hours. Thereafter, with the same operations as in Example 3, 1.35 g of (S)-4-hydroxy-3-methyl-2-(2-propynyl)-2-cyclopenten-1-one (chemical purity: 90.2%, [α]D24 : +13.1° (C=1.07, in chloroform), (R)-isomer/(S)-isomer=16.2/83.8) was obtained.